This data is from the Open Reaction Database (ORD), a public repository of structured organic reaction records. The task is: describe an organic reaction: reactants, conditions, products, and yield Starting materials: CI, CC1=CCC2CC1C(O)CC2C, [Na], C1CCOC1. The product is COC1CC(C)C2CC=C(C)C1C2. Reaction SMILES: [CH3:14][I:15].[CH3:1][CH:2]1[CH2:3][CH:4]([OH:12])[CH:5]2[C:6]([CH3:11])=[CH:7][CH2:8][CH:9]1[CH2:10]2.[Na:13].[O:16]1[CH2:17][CH2:18][CH2:19][CH2:20]1>>[CH3:1][CH:2]1[CH2:3][CH:4]([O:12][CH3:14])[CH:5]2[C:6]([CH3:11])=[CH:7][CH2:8][CH:9]1[CH2:10]2. Starting materials: CC(C(=O)O)(C1=CC(=CC=C1)C(=O)O)C (Dimethyl-3-carboxyphenyl acetic acid), [OH-].[Li+] (lithium hydroxide), O1CCCC1 (tetrahydrofuran). Run at time 4 hour. Product: C(=O)(O)CC=1C=C(C=CC1)CC(=O)O (3-(carboxymethyl)phenyl acetic acid). As a reaction SMILES: C[C:2](C)([C:6]1[CH:11]=[CH:10][CH:9]=[C:8]([C:12](O)=O)[CH:7]=1)[C:3]([OH:5])=[O:4].[OH-:16].[Li+].[O:18]1[CH2:22]CCC1>>[C:22]([CH2:12][C:8]1[CH:7]=[C:6]([CH2:2][C:3]([OH:5])=[O:4])[CH:11]=[CH:10][CH:9]=1)([OH:18])=[O:16] |f:1.2|. Procedure: Dimethyl-3-carboxyphenyl acetic acid (870 mg) in 10 ml tetrahydrofuran was treated with lithium hydroxide (8.5 ml, 0.5M solution) at 0° C. After stirring at room temperature for 4 h, all solvent was evaporated, and the residue partitioned between saturated sodium hydrogen carbonate and ethyl acetate. The aqueous layer was separated, acidified (1N HCl) and extracted with dichloromethane (2×25 ml). The combined organic layers were dried (MgSO4) and solvent removed to leave 3-(carboxymethyl)phenyl ... The reactants are CO (methanol), OC1=C(C(C=CC2=CC(=C(C=C2)OCOC)OCOC)=O)C(=CC(=C1)OCOC)OCOC (2'-hydroxy-3,4,4',6'-tetrakis(methoxymethoxy)chalcone), Cl.CO (hydrochloric acid methanol), O (water), 240-400. The solvent is CCCCCC.C(C)(=O)OCC (hexane ethyl acetate), CCCCCC.C(C)(=O)OCC (hexane ethyl acetate). Conditions: temperature 60 celsius, time 15 minute. Product: OC1=C(C(C=CC2=CC(=C(C=C2)O)O)=O)C(=CC(=C1)O)O (2',3,4,4',6'-pentahydroxychalcone). Yield: 32.9%. As a reaction SMILES: CO.[OH:3][C:4]1[CH:27]=[C:26]([O:28]COC)[CH:25]=[C:24]([O:32]COC)[C:5]=1[C:6](=[O:23])[CH:7]=[CH:8][C:9]1[CH:14]=[CH:13][C:12]([O:15]COC)=[C:11]([O:19]COC)[CH:10]=1.Cl.CO.O>CCCCCC.C(OCC)(=O)C>[OH:3][C:4]1[CH:27]=[C:26]([OH:28])[CH:25]=[C:24]([OH:32])[C:5]=1[C:6](=[O:23])[CH:7]=[CH:8][C:9]1[CH:14]=[CH:13][C:12]([OH:15])=[C:11]([OH:19])[CH:10]=1 |f:2.3,5.6|. Procedure: Then, 20 ml of methanol was added to 5.19 g of the so-obtained 2'-hydroxy-3,4,4',6'-tetrakis(methoxymethoxy)chalcone, and 40 ml of a hydrochloric acid/methanol reagent was added to the formed suspension and the mixture was stirred at 60° C. for 15 minutes. After the reaction, the reaction liquid was poured into water, and the precipitated crystal was recovered by filtration, washed with water and dried to obtain 2.81 g (yield=87.2%) of a crude crystal. The crude crystal was subjected to the colu... The reactants are B, COc1cc2nccc(Oc3ccc(OCC(=O)Nc4ccccc4C)cc3)c2cc1OC, Cl, [Na+], C1CCOC1, C1CCOC1, [OH-]. Yields the product COc1cc2nccc(Oc3ccc(OCCNc4ccccc4C)cc3)c2cc1OC. As a reaction SMILES: [BH3:39].[CH3:1][c:2]1[c:3]([NH:8][C:9]([CH2:10][O:11][c:12]2[cH:13][cH:14][c:15]([O:18][c:19]3[cH:20][cH:21][n:22][c:23]4[cH:24][c:25]([O:31][CH3:32])[c:26]([O:29][CH3:30])[cH:27][c:28]34)[cH:16][cH:17]2)=[O:33])[cH:4][cH:5][cH:6][cH:7]1.[ClH:40].[Na+:42].[O:34]1[CH2:35][CH2:36][CH2:37][CH2:38]1.[O:43]1[CH2:44][CH2:45][CH2:46][CH2:47]1.[OH-:41]>>[CH3:1][c:2]1[c:3]([NH:8][CH2:9][CH2:10][O:11][c:12]2[cH:13][cH:14][c:15]([O:18][c:19]3[cH:20][cH:21][n:22][c:23]4[cH:24][c:25]([O:31][CH3:32])[c:26]([O:29][CH3:30])[cH:27][c:28]34)[cH:16][cH:17]2)[cH:4][cH:5][cH:6][cH:7]1. Reactants: C(C1=CC=CC=C1)C1=NC(=CN=C1NN)C=1C=NC=CC1 (2-benzyl-3-hydrazino-6-(3-pyridyl)pyrazine), C(CC(=O)OCC)(=O)OCC (diethyl malonate). Product: C(C1=CC=CC=C1)C=1C=2N(C=C(N1)C=1C=NC=CC1)C(=NN2)CC(=O)OCC (ethyl 8-benzyl-6-(3-pyridyl)-s-triazolo[4,3-a]pyrazine-3-acetate). As a reaction SMILES: [CH2:1]([C:8]1[C:13]([NH:14][NH2:15])=[N:12][CH:11]=[C:10]([C:16]2[CH:17]=[N:18][CH:19]=[CH:20][CH:21]=2)[N:9]=1)[C:2]1[CH:7]=[CH:6][CH:5]=[CH:4][CH:3]=1.[C:22](OCC)(=O)[CH2:23][C:24]([O:26][CH2:27][CH3:28])=[O:25]>>[CH2:1]([C:8]1[C:13]2[N:12]([C:22]([CH2:23][C:24]([O:26][CH2:27][CH3:28])=[O:25])=[N:15][N:14]=2)[CH:11]=[C:10]([C:16]2[CH:17]=[N:18][CH:19]=[CH:20][CH:21]=2)[N:9]=1)[C:2]1[CH:3]=[CH:4][CH:5]=[CH:6][CH:7]=1. Reported procedure: In a manner analogous to Example 1, by condensing 2-benzyl-3-hydrazino-6-(3-pyridyl)pyrazine with diethyl malonate there is obtained ethyl 8-benzyl-6-(3-pyridyl)-s-triazolo[4,3-a]pyrazine-3-acetate, which is converted by basic saponification into the above acid, MS: 301 (M-CO2)+.